Task: describe an organic reaction: reactants, conditions, products, and yield. Dataset: the Open Reaction Database (ORD), a public repository of structured organic reaction records Starting materials: [H-].[Al+3].[Li+].[H-].[H-].[H-] (lithium aluminum hydride), [H-].[Al+3].[Li+].[H-].[H-].[H-] (lithium aluminum hydride), O (water), [OH-].[Na+] (sodium hydroxide), O (water), FC(C1=CC=C(C(=O)OC)C=C1)F (methyl 4-(difluoromethyl)benzoate). Run in O1CCCC1 (tetrahydrofuran), O1CCCC1 (tetrahydrofuran). Run at time 1 hour. Product: FC(C1=CC=C(CO)C=C1)F (4-(difluoromethyl)benzyl alcohol). Reaction SMILES: [H-].[Al+3].[Li+].[H-].[H-].[H-].[F:7][CH:8]([F:19])[C:9]1[CH:18]=[CH:17][C:12]([C:13](OC)=[O:14])=[CH:11][CH:10]=1.O.[OH-].[Na+]>O1CCCC1>[F:7][CH:8]([F:19])[C:9]1[CH:10]=[CH:11][C:12]([CH2:13][OH:14])=[CH:17][CH:18]=1 |f:0.1.2.3.4.5,8.9|. Reported procedure: To a suspension of lithium aluminum hydride (2.86 g, 75.3 mmol) in tetrahydrofuran (50 ml) was dropwise added a solution of methyl 4-(difluoromethyl)benzoate (9.341 g, 50.18 mmol) in tetrahydrofuran (50 ml) under ice-cooling and the mixture was stirred at room temperature for 1 hr. The reaction solution was ice-cooled and water (3 ml), 15% aqueous sodium hydroxide solution (3 ml) and water (8 ml) were dropwise added successively to decompose excess lithium aluminum hydride. The mixture was stirr... Solvent: C(C)#N (acetonitrile). RXN SMILES: [CH3:1][O:2][C:3]1[CH:4]=[C:5]([CH:9]2[CH2:13][CH2:12][CH2:11][NH:10]2)[CH:6]=[CH:7][CH:8]=1.C(=O)([O-])[O-].[K+].[K+].Cl.[N:21]1[CH:26]=[CH:25][CH:24]=[CH:23][C:22]=1[CH2:27]Cl>C(#N)C>[CH3:1][O:2][C:3]1[CH:4]=[C:5]([CH:9]2[CH2:13][CH2:12][CH2:11][N:10]2[CH2:27][C:22]2[CH:23]=[CH:24][CH:25]=[CH:26][N:21]=2)[CH:6]=[CH:7][CH:8]=1 |f:1.2.3,4.5|. Conditions: time 65 hour. Reported procedure: To a solution of 2-(3-methoxyphenyl)pyrrolidine (3.0 g) in dry acetonitrile (70 ml) was added milled potassium carbonate (6.1 g) followed by 2-picolyl chloride hydrochloride (3.1 g) at ambient temperature, under nitrogen, with stirring for 65 hrs. The reaction mixture was filtered through a pad of celite, and the filter cake was washed with ethyl acetate. The combined filtrates were concentrated and the residue was purified by flash column chromatography (silica gel, 5% methanol/ether). The appr... Isolated yield 90.3%. Product: COC=1C=C(C=CC1)C1N(CCC1)CC1=NC=CC=C1 (2-(3-methoxyphenyl)-1-(2-pyridinylmethyl)pyrrolidine). The reactants are C([O-])([O-])=O.[K+].[K+] (potassium carbonate), COC=1C=C(C=CC1)C1NCCC1 (2-(3-methoxyphenyl)pyrrolidine), Cl.N1=C(C=CC=C1)CCl (2-picolyl chloride hydrochloride).